Task: describe an organic reaction: reactants, conditions, products, and yield. Dataset: the Open Reaction Database (ORD), a public repository of structured organic reaction records Isolated yield 95.8%. Reported procedure: To a stirred solution of Boc-Phe-OH (10 g, 37.7 mmoL) in DMF (50 mL) was added potassium carbonate (7.81 g, 56.5 mmol) followed by benzyl chloride (4.55 mL, 39.6 mmol) and the resulting suspension was stirred at 60° C. for 3 d. The mixture was diluted with water (400 mL) and extracted with ethyl acetate (75 mL, 2×25 mL). The combined organics were washed with brine (200 mL), water (3×100 mL) and brine (50 mL). The organic phase was dried over anhydrous sodium sulfate, filtered and concentrated t... As a reaction SMILES: [NH:1]([C:13]([O:15][C:16]([CH3:19])([CH3:18])[CH3:17])=[O:14])[C@H:2]([C:10]([OH:12])=[O:11])[CH2:3][C:4]1[CH:9]=[CH:8][CH:7]=[CH:6][CH:5]=1.C(=O)([O-])[O-].[K+].[K+].[CH2:26](Cl)[C:27]1[CH:32]=[CH:31][CH:30]=[CH:29][CH:28]=1>CN(C=O)C.O>[C:16]([O:15][C:13]([NH:1][C@@H:2]([CH2:3][C:4]1[CH:9]=[CH:8][CH:7]=[CH:6][CH:5]=1)[C:10]([O:12][CH2:26][C:27]1[CH:32]=[CH:31][CH:30]=[CH:29][CH:28]=1)=[O:11])=[O:14])([CH3:19])([CH3:18])[CH3:17] |f:1.2.3|. Reaction conditions: temperature 60 celsius, time 3 day. The product is C(C)(C)(C)OC(=O)N[C@H](C(=O)OCC1=CC=CC=C1)CC1=CC=CC=C1 (benzyl (2S)-2-(tert-butoxycarbonylamino)-3-phenyl-propanoate). Starting materials: N([C@@H](CC1=CC=CC=C1)C(=O)O)C(=O)OC(C)(C)C (Boc-Phe-OH), C([O-])([O-])=O.[K+].[K+] (potassium carbonate), C(C1=CC=CC=C1)Cl (benzyl chloride). The solvent is O (water), CN(C)C=O (DMF). The reactants are C(C)(=O)OCCN(C1=CC=C(C=CC=O)C=C1)CCOC(C)=O (4-di(2-acetoxyethyl)amino cinnamaldehyde), P(OC(C1=CC=C(C=C1)[N+](=O)[O-])(CC)CC)([O-])=O (diethyl-4-nitro-benzyl phosphonate), [N+](=O)([O-])C1=CC=C(C=C1)C=CC=C (4-(4-nitrophenyl)-1,3 butadiene), [H-].[Na+] (sodium hydride). The solvent is CN(C=O)C (dimethyl formamide), C(C)(=O)O (acetic acid), O (water), ClCCl (dichloromethane). Run at time 1 hour. The product is C(C)(=O)OCCN(C1=CC=C(C=C1)C=CC=CC1=CC=C(C=C1)[N+](=O)[O-])CCOC(C)=O (1-(4-di(2-acetoxyethyl)aminophenyl)-4-(4-nitrophenyl)-1,3-butadiene). RXN SMILES: [C:1]([O:4][CH2:5][CH2:6][N:7]([CH2:18][CH2:19][O:20][C:21](=[O:23])[CH3:22])[C:8]1[CH:17]=[CH:16][C:11]([CH:12]=[CH:13][CH:14]=O)=[CH:10][CH:9]=1)(=[O:3])[CH3:2].P(=O)([O-])O[C:26](CC)(CC)[C:27]1[CH:32]=[CH:31][C:30]([N+:33]([O-:35])=[O:34])=[CH:29][CH:28]=1.[H-].[Na+].[N+](C1C=CC(C=CC=C)=CC=1)([O-])=O>CN(C)C=O.C(O)(=O)C.O.ClCCl>[C:1]([O:4][CH2:5][CH2:6][N:7]([CH2:18][CH2:19][O:20][C:21](=[O:23])[CH3:22])[C:8]1[CH:17]=[CH:16][C:11]([CH:12]=[CH:13][CH:14]=[CH:26][C:27]2[CH:32]=[CH:31][C:30]([N+:33]([O-:35])=[O:34])=[CH:29][CH:28]=2)=[CH:10][CH:9]=1)(=[O:3])[CH3:2] |f:2.3|. Reported procedure: To a solution of the crude reaction product of the previous step, viz. about 5 g of 4-di(2-acetoxyethyl)amino cinnamaldehyde in 125 ml of dimethyl formamide (DMF) were added 6 g of diethyl-4-nitro-benzyl phosphonate, prepared as prescribed by D. H. Wadsworth et al. in the Journal of Organic Chemistry, Vol. 30 (1965), p. 680 ff and, in small successive portions, 1.2 g of sodium hydride in the form of a 60%-dispersion in mineral oil, supplied by Jansses Chimica of Beerse, Belgium. The reaction mix... Starting materials: C1(=CC=CC=C1)CCOCC(C)(O)C1=CC(=CC=C1)OC (2-(3-methoxyphenyl)-2-hydroxypropyl 2-phenylethyl ether), P(=O)(Cl)(Cl)Cl (phosphorous oxychloride), CCOCC (ether), C([O-])([O-])=O.[Na+].[Na+] (sodium carbonate). Solvent: N1=CC=CC=C1 (pyridine). Reaction conditions: temperature 20 celsius, time 1.5 hour. The product is C1(=CC=CC=C1)CCOCC(C)C1=CC(=CC=C1)OC (2-(3-Methoxyphenyl)propyl 2-Phenylethyl Ether). RXN SMILES: [C:1]1([CH2:7][CH2:8][O:9][CH2:10][C:11]([C:14]2[CH:19]=[CH:18][CH:17]=[C:16]([O:20][CH3:21])[CH:15]=2)(O)[CH3:12])[CH:6]=[CH:5][CH:4]=[CH:3][CH:2]=1.P(Cl)(Cl)(Cl)=O.CCOCC.C(=O)([O-])[O-].[Na+].[Na+]>N1C=CC=CC=1>[C:1]1([CH2:7][CH2:8][O:9][CH2:10][CH:11]([C:14]2[CH:19]=[CH:18][CH:17]=[C:16]([O:20][CH3:21])[CH:15]=2)[CH3:12])[CH:6]=[CH:5][CH:4]=[CH:3][CH:2]=1 |f:3.4.5|. Procedure details: To a 0° C. solution of 2-(3-methoxyphenyl)-2-hydroxypropyl 2-phenylethyl ether (498 mg., 1.74 mmole) in pyridine (2 ml.) is added dropwise phosphorous oxychloride (477 ml., 5.22 mmole). The reaction is allowed to warm to 20° C. over a 1.5 hour period. It is then stirred for 1.5 hours at 20° C. and then added to ether (150 ml.) and 15% sodium carbonate (100 ml.). The organic phase is separated and washed with 15% sodium carbonate (3 × 50 ml.), dried over magnesium sulfate and evaporated to an oil... Starting materials: C1CC2CC1CC2N (exo-2-Aminonorbornane), FC(S(=O)(=O)OC=1C2=C(N=C(N1)NC1=CC=C(C=C1)N1C(=NC=C1)C)CCN(C2)C)(F)F (6-methyl-2-(4-(2-methyl-1H-imidazol-1-yl)phenylamino)-5,6,7,8-tetrahydropyrido[4,3-d]pyrimidin-4-yl trifluoromethanesulfonate). Solvent: C(Cl)Cl (DCM). Reaction conditions: temperature 35 celsius, time 2 hour. Product: C12[C@@H](CC(CC1)C2)NC=2C1=C(N=C(N2)NC2=CC=C(C=C2)N2C(=NC=C2)C)CCN(C1)C (N4-((2R)-bicyclo[2.2.1]heptan-2-yl)-6-methyl-N2-(4-(2-methyl-1H-imidazol-1-yl)phenyl)-5,6,7,8-tetrahydropyrido[4,3-d]pyrimidine-2,4-diamine). The yield is 54.8%. As a reaction SMILES: [CH2:1]1[CH:5]2[CH2:6][CH:7]([NH2:8])[CH:3]([CH2:4]2)[CH2:2]1.FC(F)(F)S(O[C:15]1[C:16]2[CH2:37][N:36]([CH3:38])[CH2:35][CH2:34][C:17]=2[N:18]=[C:19]([NH:21][C:22]2[CH:27]=[CH:26][C:25]([N:28]3[CH:32]=[CH:31][N:30]=[C:29]3[CH3:33])=[CH:24][CH:23]=2)[N:20]=1)(=O)=O>C(Cl)Cl>[CH:3]12[CH2:4][CH:5]([CH2:1][CH2:2]1)[CH2:6][C@H:7]2[NH:8][C:15]1[C:16]2[CH2:37][N:36]([CH3:38])[CH2:35][CH2:34][C:17]=2[N:18]=[C:19]([NH:21][C:22]2[CH:23]=[CH:24][C:25]([N:28]3[CH:32]=[CH:31][N:30]=[C:29]3[CH3:33])=[CH:26][CH:27]=2)[N:20]=1. Reported procedure: exo-2-Aminonorbornane (20.24 μl, 0.17 mmol) was added to a solution of 6-methyl-2-(4-(2-methyl-1H-imidazol-1-yl)phenylamino)-5,6,7,8-tetrahydropyrido[4,3-d]pyrimidin-4-yl trifluoromethanesulfonate (80 mg, 0.17 mmol, Example 9a) in DCM (10 mL). The reaction was stirred at 35° C. for 2 h. Solvent was evaporated and the crude mixture dissolved in MeOH/DMSO and purified on preparative HPLC to give N4-((2R)-bicyclo[2.2.1]heptan-2-yl)-6-methyl-N2-(4-(2-methyl-1H-imidazol-1-yl)phenyl)-5,6,7,8-tetrahydr... The product is CCn1c(=O)c(-c2cc(NC(=O)Nc3ccccc3)c(F)cc2F)cc2cnc(NCCOC)cc21, CS(=O)(=O)O. As a reaction SMILES: [CH2:1]([CH3:2])[n:3]1[c:4](=[O:36])[c:5](-[c:18]2[c:19]([F:35])[cH:20][c:21]([F:34])[c:22]([NH:24][C:25](=[O:26])[NH:27][c:28]3[cH:29][cH:30][cH:31][cH:32][cH:33]3)[cH:23]2)[cH:6][c:7]2[cH:8][n:9][c:10]([NH:13][CH2:14][CH2:15][O:16][CH3:17])[cH:11][c:12]12.[CH3:37][S:38]([OH:39])(=[O:40])=[O:41].[CH3:42][C:43]#[N:44]>>[CH2:1]([CH3:2])[n:3]1[c:4](=[O:36])[c:5](-[c:18]2[c:19]([F:35])[cH:20][c:21]([F:34])[c:22]([NH:24][C:25](=[O:26])[NH:27][c:28]3[cH:29][cH:30][cH:31][cH:32][cH:33]3)[cH:23]2)[cH:6][c:7]2[cH:8][n:9][c:10]([NH:13][CH2:14][CH2:15][O:16][CH3:17])[cH:11][c:12]12.[CH3:37][S:38](=[O:39])(=[O:40])[OH:41]. The reactants are CCn1c(=O)c(-c2cc(NC(=O)Nc3ccccc3)c(F)cc2F)cc2cnc(NCCOC)cc21, CS(=O)(=O)O, CC#N. The reactants are BrC=1C=C(C=CC1)O (3-bromophenol), C([O-])([O-])=O.[K+].[K+] (potassium carbonate), C(C)OCC (diethylether). Solvent: CN(C)C=O (DMF), O (water). Conditions: temperature 180 celsius. Product: BrC1=CC(=CC=C1)OC1CC1 (1-bromo-3-cyclopropoxybenzene). RXN SMILES: [Br:1][C:2]1[CH:3]=[C:4]([OH:8])[CH:5]=[CH:6][CH:7]=1.[C:9](=O)([O-])[O-].[K+].[K+].C(O[CH2:18][CH3:19])C>CN(C=O)C.O>[Br:1][C:2]1[CH:7]=[CH:6][CH:5]=[C:4]([O:8][CH:19]2[CH2:18][CH2:9]2)[CH:3]=1 |f:1.2.3|. Reported procedure: A mixture of 3-bromophenol (2.4 g, 13.9 mmol), bomocyclopropane (6.66 ml, 83 mmol) and potassium carbonate (9.6 g, 69.5 mmol) in DMF (16 ml) was heated at 180° C. in a microwave oven for 8 hours. The reaction mixture was diluted with a mixture of diethylether and water. The organic layer was separated, washed with water, brine, dried over Na2SO4, filtered and evaporated. An oil was obtained, 2.87 g, with a purity of 81%. This intermediate was used for the next reaction. Reactants: CC1C(CCC(C1)CCC)C1=CC=C(C(=O)N)C=C1 (p-(2-methyl-4-n-propylcyclohexyl)benzamide), CC1C(CCC(C1)CCC)=O (2-methyl-4-n-propylcyclohexanone), C1(=CC=CC=C1)[Mg]Br (phenylmagnesium bromide), C(C)(=O)Cl (acetyl chloride), haloform, O=P(Cl)(Cl)Cl (POCl3), acid chloride, N (NH3). The solvent is O (water), CN(C)C=O (DMF). Reaction conditions: time 1 hour. Yields the product CC1C(CCC(C1)CCC)C1=CC=C(C#N)C=C1 (p-(2-methyl-4-n-propylcyclohexyl)-benzonitrile). RXN SMILES: [CH3:1][CH:2]1[CH2:7][CH:6]([CH2:8][CH2:9][CH3:10])[CH2:5][CH2:4][CH:3]1[C:11]1[CH:19]=[CH:18][C:14]([C:15]([NH2:17])=O)=[CH:13][CH:12]=1.N.C1([Mg]Br)C=CC=CC=1.CC1CC(CCC)CCC1=O.C(Cl)(=O)C.O=P(Cl)(Cl)Cl>CN(C=O)C.O>[CH3:1][CH:2]1[CH2:7][CH:6]([CH2:8][CH2:9][CH3:10])[CH2:5][CH2:4][CH:3]1[C:11]1[CH:19]=[CH:18][C:14]([C:15]#[N:17])=[CH:13][CH:12]=1. Procedure: A solution of 22 g of p-(2-methyl-4-n-propylcyclohexyl)benzamide [obtainable from the acid chloride with NH3 ; the corresponding acid being obtainable by reacting phenylmagnesium bromide with 2-methyl-4-n-propylcyclohexanone (Example 1), elimination of water, hydrogenation of the resulting double bond, Friedel-Crafts acylation with acetyl chloride and subsequent haloform reaction] in 500 ml of DMF has added to it dropwise with stirring at 50° 65 g of POCl3. After further stirring for one hour th... Reactants: C(C1=CC=CC=C1)OC(=O)N1CCC(CC1)CCC(=O)O (3-(1-benzyloxycarbonyl-4-piperidyl)propionic acid), CN1CCOCC1 (N-methylmorpholine), C(C(C)C)OC(=O)Cl (isobutylchloroformate), C(C)OC(CCNC(=O)C1CNC2=CC=CC=C2C1)=O (N-[(1,2,3,4-tetrahydro-3-quinolyl)carbonyl]-β-alanine ethyl ester), CN1CCOCC1 (N-methylmorpholine). Run in O (water), CN(C=O)C (N,N-dimethylformamide), O1CCCC1 (tetrahydrofuran). Conditions: temperature -15 celsius. The product is C(C)OC(CCNC(=O)C1CN(C2=CC=CC=C2C1)C(CCC1CCN(CC1)C(=O)OCC1=CC=CC=C1)=O)=O (N-[1-{3-(1-benzyloxycarbonyl-4-piperidyl)propionyl}-1,2,3,4-tetrahydro-3-quinolylcarbonyl]-β-alanine ethyl ester). Yield: 53.0%. As a reaction SMILES: [CH2:1]([O:8][C:9]([N:11]1[CH2:16][CH2:15][CH:14]([CH2:17][CH2:18][C:19]([OH:21])=O)[CH2:13][CH2:12]1)=[O:10])[C:2]1[CH:7]=[CH:6][CH:5]=[CH:4][CH:3]=1.CN1CCOCC1.C(OC(Cl)=O)C(C)C.[CH2:37]([O:39][C:40](=[O:56])[CH2:41][CH2:42][NH:43][C:44]([CH:46]1[CH2:55][C:54]2[C:49](=[CH:50][CH:51]=[CH:52][CH:53]=2)[NH:48][CH2:47]1)=[O:45])[CH3:38]>CN(C)C=O.O1CCCC1.O>[CH2:37]([O:39][C:40](=[O:56])[CH2:41][CH2:42][NH:43][C:44]([CH:46]1[CH2:55][C:54]2[C:49](=[CH:50][CH:51]=[CH:52][CH:53]=2)[N:48]([C:19](=[O:21])[CH2:18][CH2:17][CH:14]2[CH2:13][CH2:12][N:11]([C:9]([O:8][CH2:1][C:2]3[CH:3]=[CH:4][CH:5]=[CH:6][CH:7]=3)=[O:10])[CH2:16][CH2:15]2)[CH2:47]1)=[O:45])[CH3:38]. Reported procedure: To a solution of 3-(1-benzyloxycarbonyl-4-piperidyl)propionic acid (0.18 g) in N,N-dimethylformamide (3 ml) was added N-methylmorpholine (0.09 ml) and isobutylchloroformate (0.1 ml) under stirring at −15° C. After stirring at −15° C. for 2 hours, N-[(1,2,3,4-tetrahydro-3-quinolyl)carbonyl]-β-alanine ethyl ester (0.22 g) and N-methylmorpholine (0.12 ml) in tetrahydrofuran (2 ml) was added. After stirring at 0° C. for 2 hours and ambient temperature for overnight, the mixture was poured into water... Reactants: aqueous solution, [OH-].[Na+] (sodium hydroxide), C12(CC3CC(CC(C1)C3)C2)NC(C=CC2=CC(=C(C=C2)OC(C)=O)[N+](=O)[O-])=O (N-(1-Adamantyl)-4-acetoxy-3-nitrocinnamamide). Solvent: CO (methanol). Conditions: time 3 hour. Yields the product C12(CC3CC(CC(C1)C3)C2)NC(C=CC2=CC(=C(C=C2)O)[N+](=O)[O-])=O (N-(1-Adamantyl)-4-hydroxy-3-nitrocinnamamide). As a reaction SMILES: [C:1]12([NH:11][C:12](=[O:28])[CH:13]=[CH:14][C:15]3[CH:20]=[CH:19][C:18]([O:21]C(=O)C)=[C:17]([N+:25]([O-:27])=[O:26])[CH:16]=3)[CH2:10][CH:5]3[CH2:6][CH:7]([CH2:9][CH:3]([CH2:4]3)[CH2:2]1)[CH2:8]2.[OH-].[Na+]>CO>[C:1]12([NH:11][C:12](=[O:28])[CH:13]=[CH:14][C:15]3[CH:20]=[CH:19][C:18]([OH:21])=[C:17]([N+:25]([O-:27])=[O:26])[CH:16]=3)[CH2:10][CH:5]3[CH2:4][CH:3]([CH2:9][CH:7]([CH2:6]3)[CH2:8]1)[CH2:2]2 |f:1.2|. Reported procedure: 1 g of N-(1-adamantyl)-4-acetoxy-3-nitrocinnamamide (prepared as described in Example 1) was dissolved in 30 ml of methanol; 30 ml of a 4N aqueous solution of sodium hydroxide were then added, and the resulting mixture was stirred for 3 hours at room temperature. At the end of this time, the methanol was removed by distillation under reduced pressure. Addition of 3N aqueous hydrochloric acid to the residue afforded crystals of the title compound, melting at 162°-163° C. Starting materials: ClC1=C(N)C(=CC(=C1)[N+](=O)[O-])Cl (2,6-dichloro-4-nitroaniline), C(=S)(Cl)Cl (thiophosgene), CN(C=O)C (dimethylformamide), 12-L, 6-L, O (water). Run in C1(=CC=CC=C1)C (toluene). Yields the product ClC1=C(C(=CC(=C1)[N+](=O)[O-])Cl)N=C=S (2,6-Dichloro-4-nitrophenylisothiocyanate). As a reaction SMILES: O.[Cl:2][C:3]1[CH:9]=[C:8]([N+:10]([O-:12])=[O:11])[CH:7]=[C:6]([Cl:13])[C:4]=1[NH2:5].[C:14](Cl)(Cl)=[S:15].CN(C)C=O>C1(C)C=CC=CC=1>[Cl:2][C:3]1[CH:9]=[C:8]([N+:10]([O-:12])=[O:11])[CH:7]=[C:6]([Cl:13])[C:4]=1[N:5]=[C:14]=[S:15]. Reported procedure: A 12-L, 3-neck, round bottom flask equipped with a mechanical stirrer, a thermometer and a condenser connected to a 6-L water trap was charged sequentially with 2,6-dichloro-4-nitroaniline (500 g, 2.42 mol), toluene (5 L), thiophosgene (500 g, 4.35 mol), and dimethylformamide (5 mL, 0.065 mol). The mixture was heated to reflux over 1 hour and maintained at reflux for 4 hours. The black solution obtained was cooled over 15 hours to 23° C. The solvent was removed by rotary evaporation and the resi...